From a dataset of the Open Reaction Database (ORD), a public repository of structured organic reaction records. describe an organic reaction: reactants, conditions, products, and yield Procedure: To a flask containing (2R)-5-iodo-6-nitro-1′-{[2-(trimethylsilyl)ethoxy]methyl}-1,3-dihydrospiro[indene-2,3′-pyrrolo[2,3-b]pyridin]-21′ one from Step B (4.02 g, 7.48 mmol), tris(dibenzylideneacetone)dipalladium (349 mg, 0.38 mmol), and 1,2,3,4,5-pentaphenyl-1′-(di-tert-butylphosphino)ferrocene (532 mg, 0.75 mmol) was added 2-tert-butoxy-2-oxoethylzinc chloride (Rieke, 0.5 M in Et2O; 15.7 mL, 7.85 mmol) and the resulting solution was heated to 40° C. for 1 h. The reaction was quenched with dilute... Yields the product [N+](=O)([O-])C1=C(C=C2C[C@]3(C(N(C4=NC=CC=C43)COCC[Si](C)(C)C)=O)CC2=C1)CC(=O)OC(C)(C)C (tert-Butyl ((2S)-6-nitro-2′-oxo-1′-{[2-(trimethylsilyl)ethoxy]methyl}-1,1′,2′,3-tetrahydrospiro[indene-2,3′-pyrrolo[2,3-b]pyridin]-5-yl)acetate). Reaction SMILES: I[C:2]1[CH:3]=[C:4]2[C:25](=[CH:26][C:27]=1[N+:28]([O-:30])=[O:29])[CH2:24][C@:6]1([C:14]3[C:9](=[N:10][CH:11]=[CH:12][CH:13]=3)[N:8]([CH2:15][O:16][CH2:17][CH2:18][Si:19]([CH3:22])([CH3:21])[CH3:20])[C:7]1=[O:23])[CH2:5]2.[Cl-].[C:32]([O:36][C:37](=[O:40])[CH2:38][Zn+])([CH3:35])([CH3:34])[CH3:33]>C1C=CC(/C=C/C(/C=C/C2C=CC=CC=2)=O)=CC=1.C1C=CC(/C=C/C(/C=C/C2C=CC=CC=2)=O)=CC=1.C1C=CC(/C=C/C(/C=C/C2C=CC=CC=2)=O)=CC=1.[Pd].[Pd].C1([C-]2C(C3C=CC=CC=3)=C(C3C=CC=CC=3)C(C3C=CC=CC=3)=C2C2C=CC=CC=2)C=CC=CC=1.C(P(C(C)(C)C)[C-]1C=CC=C1)(C)(C)C.[Fe+2]>[N+:28]([C:27]1[CH:26]=[C:25]2[C:4]([CH2:5][C@:6]3([CH2:24]2)[C:14]2[C:9](=[N:10][CH:11]=[CH:12][CH:13]=2)[N:8]([CH2:15][O:16][CH2:17][CH2:18][Si:19]([CH3:22])([CH3:21])[CH3:20])[C:7]3=[O:23])=[CH:3][C:2]=1[CH2:38][C:37]([O:36][C:32]([CH3:35])([CH3:34])[CH3:33])=[O:40])([O-:30])=[O:29] |f:1.2,3.4.5.6.7,8.9.10|. Reagents/catalysts: C=1C=CC(=CC1)/C=C/C(=O)/C=C/C2=CC=CC=C2.C=1C=CC(=CC1)/C=C/C(=O)/C=C/C2=CC=CC=C2.C=1C=CC(=CC1)/C=C/C(=O)/C=C/C2=CC=CC=C2.[Pd].[Pd] (tris(dibenzylideneacetone)dipalladium), C1(=CC=CC=C1)[C-]1C(=C(C(=C1C1=CC=CC=C1)C1=CC=CC=C1)C1=CC=CC=C1)C1=CC=CC=C1.C(C)(C)(C)P([C-]1C=CC=C1)C(C)(C)C.[Fe+2] (1,2,3,4,5-pentaphenyl-1′-(di-tert-butylphosphino)ferrocene). Conditions: temperature 40 celsius. Starting materials: IC=1C=C2C[C@]3(C(N(C4=NC=CC=C43)COCC[Si](C)(C)C)=O)CC2=CC1[N+](=O)[O-] ((2R)-5-Iodo-6-nitro-1′-{[2-(trimethylsilyl)ethoxy]methyl}-1,3-dihydrospiro[indene-2,3′-pyrrolo[2,3-b]pyridin]-2′(1′H)-one), [Cl-].C(C)(C)(C)OC(C[Zn+])=O (2-tert-butoxy-2-oxoethylzinc chloride). Starting materials: C=CCCN(C(=O)C=C)C1CCCCC1NC(=O)OC(C)(C)C, ClCCl. Yields the product CC(C)(C)OC(=O)NC1CCCCC1N1CCC=CC1=O. RXN SMILES: [C:1]([CH3:2])([CH3:3])([CH3:4])[O:5][C:6]([NH:7][CH:8]1[CH:9]([N:14]([CH2:15][CH2:16][CH:17]=[CH2:18])[C:19]([CH:20]=[CH2:21])=[O:22])[CH2:10][CH2:11][CH2:12][CH2:13]1)=[O:23].[Cl:24][CH2:25][Cl:26]>>[C:1]([CH3:2])([CH3:3])([CH3:4])[O:5][C:6]([NH:7][CH:8]1[CH:9]([N:14]2[CH2:15][CH2:16][CH:21]=[CH:20][C:19]2=[O:22])[CH2:10][CH2:11][CH2:12][CH2:13]1)=[O:23]. Reactants: CCOC(=O)C(NC(C)=O)C(=O)OCC, CCO, CCOC(C)=O, CN(C)C=O, CC[O-], ClCc1cscn1, [I-], [K+], [Na+], [Na]. Product: CCOC(=O)C(NC(=O)CCc1cscn1)C(=O)OCC. Reaction SMILES: [C:6]([CH3:7])(=[O:8])[NH:9][CH:10]([C:11](=[O:12])[O:13][CH2:14][CH3:15])[C:16](=[O:17])[O:18][CH2:19][CH3:20].[CH3:30][CH2:31][OH:32].[CH3:33][CH2:34][O:35][C:36](=[O:37])[CH3:38].[CH3:39][N:40]([CH3:41])[CH:42]=[O:43].[CH3:3][CH2:4][O-:5].[Cl:23][CH2:24][c:25]1[n:26][cH:27][s:28][cH:29]1.[I-:22].[K+:21].[Na+:2].[Na:1]>>[C:6]([CH2:7][CH2:24][c:25]1[n:26][cH:27][s:28][cH:29]1)(=[O:8])[NH:9][CH:10]([C:11](=[O:12])[O:13][CH2:14][CH3:15])[C:16](=[O:17])[O:18][CH2:19][CH3:20]. Starting materials: Cn1cc(Cl)cc(Br)c1=O, CCCC[Sn](CCCC)(CCCC)c1ccc(CC(NC(=O)OC(C)(C)C)C(=O)OC)cc1, ClCCl, CN(C)C=O, c1ccc(P(c2ccccc2)(c2ccccc2)[Pd](P(c2ccccc2)(c2ccccc2)c2ccccc2)(P(c2ccccc2)(c2ccccc2)c2ccccc2)P(c2ccccc2)(c2ccccc2)c2ccccc2)cc1. The product is COC(=O)C(Cc1ccc(-c2cc(Cl)cn(C)c2=O)cc1)NC(=O)OC(C)(C)C. As a reaction SMILES: [Br:1][c:2]1[c:3](=[O:10])[n:4]([CH3:9])[cH:5][c:6]([Cl:8])[cH:7]1.[CH3:11][O:12][C:13]([CH:14]([NH:15][C:16](=[O:17])[O:18][C:19]([CH3:20])([CH3:21])[CH3:22])[CH2:23][c:24]1[cH:25][cH:26][c:27]([Sn:30]([CH2:31][CH2:32][CH2:33][CH3:34])([CH2:35][CH2:36][CH2:37][CH3:38])[CH2:39][CH2:40][CH2:41][CH3:42])[cH:28][cH:29]1)=[O:43].[Cl:49][CH2:50][Cl:51].[O:44]=[CH:45][N:46]([CH3:47])[CH3:48].[cH:52]1[cH:53][cH:54][c:55]([P:56]([Pd:57]([P:58]([c:59]2[cH:60][cH:61][cH:62][cH:63][cH:64]2)([c:65]2[cH:66][cH:67][cH:68][cH:69][cH:70]2)[c:71]2[cH:72][cH:73][cH:74][cH:75][cH:76]2)([P:77]([c:78]2[cH:79][cH:80][cH:81][cH:82][cH:83]2)([c:84]2[cH:85][cH:86][cH:87][cH:88][cH:89]2)[c:90]2[cH:91][cH:92][cH:93][cH:94][cH:95]2)[P:96]([c:97]2[cH:98][cH:99][cH:100][cH:101][cH:102]2)([c:103]2[cH:104][cH:105][cH:106][cH:107][cH:108]2)[c:109]2[cH:110][cH:111][cH:112][cH:113][cH:114]2)([c:115]2[cH:116][cH:117][cH:118][cH:119][cH:120]2)[c:121]2[cH:122][cH:123][cH:124][cH:125][cH:126]2)[cH:127][cH:128]1>>[c:2]1(-[c:27]2[cH:26][cH:25][c:24]([CH2:23][CH:14]([C:13]([O:12][CH3:11])=[O:43])[NH:15][C:16](=[O:17])[O:18][C:19]([CH3:20])([CH3:21])[CH3:22])[cH:29][cH:28]2)[c:3](=[O:10])[n:4]([CH3:9])[cH:5][c:6]([Cl:8])[cH:7]1.